Task: describe an organic reaction: reactants, conditions, products, and yield. Dataset: the Open Reaction Database (ORD), a public repository of structured organic reaction records Reactants: CC(=O)[O-], CC(=O)[O-], CC(C)(O)CN(Cc1ccccc1)Cc1ccccc1, CC(Cl)Cl, CCOC(=O)C=[N+]=[N-], [Rh+2]. Yields the product CCOC(=O)COC(C)(C)CN(Cc1ccccc1)Cc1ccccc1. Reaction SMILES: [C:33]([O-:34])(=[O:35])[CH3:36].[C:38]([O-:39])(=[O:40])[CH3:41].[CH2:1]([c:2]1[cH:3][cH:4][cH:5][cH:6][cH:7]1)[N:8]([CH2:9][C:10]([CH3:11])([OH:12])[CH3:13])[CH2:14][c:15]1[cH:16][cH:17][cH:18][cH:19][cH:20]1.[Cl:29][CH:30]([Cl:31])[CH3:32].[N+:21](=[N-:22])=[CH:23][C:24](=[O:25])[O:26][CH2:27][CH3:28].[Rh+2:37]>>[CH2:1]([c:2]1[cH:3][cH:4][cH:5][cH:6][cH:7]1)[N:8]([CH2:9][C:10]([CH3:11])([O:12][CH2:23][C:24](=[O:25])[O:26][CH2:27][CH3:28])[CH3:13])[CH2:14][c:15]1[cH:16][cH:17][cH:18][cH:19][cH:20]1. Starting materials: Na, CO (methanol), ClC1=NC=CC(=C1)N (2-chloro-4-aminopyridine). Product: COC1=NC=CC(=C1)N (2-methoxypyridin-4-amine). As a reaction SMILES: Cl[C:2]1[CH:7]=[C:6]([NH2:8])[CH:5]=[CH:4][N:3]=1.[CH3:9][OH:10]>>[CH3:9][O:10][C:2]1[CH:7]=[C:6]([NH2:8])[CH:5]=[CH:4][N:3]=1. Procedure: Na (0.7 g, 30 mmol) was added to methanol (10 mL) at room temperature. Once all Na had dissolved, 2-chloro-4-aminopyridine (0.5 g, 3.9 mmol) was added. The solution was heated to reflux for 16 hours. After the reaction solution cooled to room, it was partitioned between ethyl acetate and water. The aqueous layer was extracted twice with additional ethyl acetate. The combined organic layers were washed with brine, dried (MgSO4), filtered, and concentrated under vacuum to give the title product. M...